From a dataset of the Open Reaction Database (ORD), a public repository of structured organic reaction records. describe an organic reaction: reactants, conditions, products, and yield The reactants are S(=O)(Cl)Cl (Thionyl chloride), [Na+].C(C1=CC=CC=C1)OC1=CC=C(C=C1)S(=O)(=O)[O-] (4-benzyloxybenzenesulfonic acid sodium salt). Reagents/catalysts: CN(C)C=O (DMF). The product is C(C1=CC=CC=C1)OC1=CC=C(C=C1)S(=O)(=O)Cl (4-benzyloxybenzenesulfonyl chloride). RXN SMILES: S(Cl)([Cl:3])=O.[Na+].[CH2:6]([O:13][C:14]1[CH:19]=[CH:18][C:17]([S:20]([O-:23])(=O)=[O:21])=[CH:16][CH:15]=1)[C:7]1[CH:12]=[CH:11][CH:10]=[CH:9][CH:8]=1>CN(C=O)C>[CH2:6]([O:13][C:14]1[CH:19]=[CH:18][C:17]([S:20]([Cl:3])(=[O:23])=[O:21])=[CH:16][CH:15]=1)[C:7]1[CH:12]=[CH:11][CH:10]=[CH:9][CH:8]=1 |f:1.2|. Procedure details: Thionyl chloride (200 mL, 326.2 grams, 2742 mmol) is added to the solid title A compound, 4-benzyloxybenzenesulfonic acid sodium salt, followed by 10 drops of DMF. The mixture is heated to reflux overnight and then concentrated under vacuum. Hot toluene (250 mL) is added, and the mixture is filtered. The filtrate is concentrated under vacuum. Toluene is again added to the residue followed by filtration and concentration under vacuum to give 4-benzyloxybenzenesulfonyl chloride as a white solid. Starting materials: OC1=CC=2CCCCC2C=C1C(CC)=O (5,6,7,8-tetrahydro-2-hydroxy-3-propionylnaphthalene), C(C=C)Br (allyl bromide). Yields the product C(C=C)OC1=CC=2CCCCC2C=C1C(CC)=O (2-Allyloxy-5,6,7,8-tetrahydro-3-propionylnaphthalene). Isolated yield 108.4%. Reaction SMILES: [OH:1][C:2]1[C:11]([C:12](=[O:15])[CH2:13][CH3:14])=[CH:10][C:9]2[CH2:8][CH2:7][CH2:6][CH2:5][C:4]=2[CH:3]=1.[CH2:16](Br)[CH:17]=[CH2:18]>>[CH2:18]([O:1][C:2]1[C:11]([C:12](=[O:15])[CH2:13][CH3:14])=[CH:10][C:9]2[CH2:8][CH2:7][CH2:6][CH2:5][C:4]=2[CH:3]=1)[CH:17]=[CH2:16]. Procedure: The product of step (b) (14.5 g) was treated with allyl bromide (11.5 g) under the conditions of Example 1(a) to give the title compound (18.8 g) as a pale brown oil, whose structure was confirmed by MS and NMR spectroscopy. The reactants are C1CCOC1, CCOC(=O)CC1OB(O)c2cc(OC(C)C)cc(F)c21, [Li+], [OH-], O. Product: CC(C)Oc1cc(F)c2c(c1)B(O)OC2CC(=O)O. Reaction SMILES: [CH2:24]1[O:25][CH2:26][CH2:27][CH2:28]1.[F:1][c:2]1[cH:3][c:4]([O:18][CH:19]([CH3:20])[CH3:21])[cH:5][c:6]2[c:10]1[CH:9]([CH2:11][C:12](=[O:13])[O:14][CH2:15][CH3:16])[O:8][B:7]2[OH:17].[Li+:22].[OH-:23].[OH2:29]>>[F:1][c:2]1[cH:3][c:4]([O:18][CH:19]([CH3:20])[CH3:21])[cH:5][c:6]2[c:10]1[CH:9]([CH2:11][C:12](=[O:13])[OH:14])[O:8][B:7]2[OH:17]. Reactants: CON(C(=O)C=1N=CN(C1)C=1C=C(C=CC1)C1=C(C=CC=C1)Cl)C (1-(2′-Chloro-biphenyl-3-yl)-1H-imidazole-4-carboxylic acid methoxy-methyl-amide), BrC1=CC=C(C=C1)OC (4-bromoanisole). Yields the product ClC1=C(C=CC=C1)C1=CC(=CC=C1)N1C=NC(=C1)C(=O)C1=CC=C(C=C1)OC ([1-(2′-Chloro-biphenyl-3-yl)-1H-imidazol-4-yl]-(4-methoxy-phenyl)-methanone). RXN SMILES: CON(C)[C:4]([C:6]1[N:7]=[CH:8][N:9]([C:11]2[CH:12]=[C:13]([C:17]3[CH:22]=[CH:21][CH:20]=[CH:19][C:18]=3[Cl:23])[CH:14]=[CH:15][CH:16]=2)[CH:10]=1)=[O:5].Br[C:26]1[CH:31]=[CH:30][C:29]([O:32][CH3:33])=[CH:28][CH:27]=1>>[Cl:23][C:18]1[CH:19]=[CH:20][CH:21]=[CH:22][C:17]=1[C:13]1[CH:14]=[CH:15][CH:16]=[C:11]([N:9]2[CH:10]=[C:6]([C:4]([C:26]3[CH:31]=[CH:30][C:29]([O:32][CH3:33])=[CH:28][CH:27]=3)=[O:5])[N:7]=[CH:8]2)[CH:12]=1. Procedure: This compound is prepared by method C using compound 12e and 4-bromoanisole The reactants are C1CCOC1, Nc1nc2cccc(Cl)n2n1, [H-], [Na+], OC1CCCCC1. Product: Nc1nc2cccc(OC3CCCCC3)n2n1. RXN SMILES: [CH2:21]1[O:22][CH2:23][CH2:24][CH2:25]1.[Cl:10][c:11]1[cH:12][cH:13][cH:14][c:15]2[n:16]1[n:17][c:18]([NH2:20])[n:19]2.[H-:9].[Na+:8].[OH:1][CH:2]1[CH2:3][CH2:4][CH2:5][CH2:6][CH2:7]1>>[O:1]([CH:2]1[CH2:3][CH2:4][CH2:5][CH2:6][CH2:7]1)[c:11]1[cH:12][cH:13][cH:14][c:15]2[n:16]1[n:17][c:18]([NH2:20])[n:19]2. Starting materials: CCOC(=O)c1nc(Br)c2c(c1O)c1ccccc1n2C, CN1CCCC1=O, CCOC(C)=O, Cl, N#C[Cu], [NH4+], [OH-]. The product is CCOC(=O)c1nc(C#N)c2c(c1O)c1ccccc1n2C. Reaction SMILES: [CH2:1]([CH3:2])[O:3][C:4](=[O:5])[c:6]1[n:7][c:8]([Br:21])[c:9]2[n:10]([CH3:20])[c:11]3[cH:12][cH:13][cH:14][cH:15][c:16]3[c:17]2[c:18]1[OH:19].[CH3:28][N:29]1[CH2:30][CH2:31][CH2:32][C:33]1=[O:34].[CH3:35][CH2:36][O:37][C:38]([CH3:39])=[O:40].[ClH:27].[Cu:22][C:23]#[N:24].[NH4+:25].[OH-:26]>>[CH2:1]([CH3:2])[O:3][C:4](=[O:5])[c:6]1[n:7][c:8]([C:23]#[N:24])[c:9]2[n:10]([CH3:20])[c:11]3[cH:12][cH:13][cH:14][cH:15][c:16]3[c:17]2[c:18]1[OH:19]. The reactants are [Cl-].[Al+3].[Cl-].[Cl-] (aluminum chloride), [I-].[Na+] (sodium iodide), C(C1=CC=CC=C1)OC[C@@H]1OCCC[C@@H]1SCCCCCCCCCCCCCCCC (cis-2-benzyloxymethyl-3-hexadecylthiotetrahydropyran), C(C)#N (acetonitrile). The solvent is O (water), C(Cl)Cl (methylene chloride), C(Cl)Cl (methylene chloride). Reaction conditions: time 2 hour. Product: C(CCCCCCCCCCCCCCC)S[C@@H]1[C@@H](OCCC1)CO (cis-3-Hexadecylthio-2-hydroxymethyltetrahydropyran). As a reaction SMILES: [Cl-].[Al+3].[Cl-].[Cl-].[I-].[Na+].C([O:14][CH2:15][C@H:16]1[C@@H:21]([S:22][CH2:23][CH2:24][CH2:25][CH2:26][CH2:27][CH2:28][CH2:29][CH2:30][CH2:31][CH2:32][CH2:33][CH2:34][CH2:35][CH2:36][CH2:37][CH3:38])[CH2:20][CH2:19][CH2:18][O:17]1)C1C=CC=CC=1.C(#N)C>C(Cl)Cl.O>[CH2:23]([S:22][C@H:21]1[CH2:20][CH2:19][CH2:18][O:17][C@H:16]1[CH2:15][OH:14])[CH2:24][CH2:25][CH2:26][CH2:27][CH2:28][CH2:29][CH2:30][CH2:31][CH2:32][CH2:33][CH2:34][CH2:35][CH2:36][CH2:37][CH3:38] |f:0.1.2.3,4.5|. Procedure details: 6.49 g of aluminum chloride, 7.29 g of sodium iodide and a solution of 2.250 g of dl-cis-2-benzyloxymethyl-3-hexadecylthiotetrahydropyran (prepared as described in Preparation 17) in 50 ml of methylene chloride were added, in that order, to a mixture of 100 ml of acetonitrile and 50 ml of methylene chloride. The reaction mixture was then stirred at room temperature for 2 hours, after which it was diluted with water, and filtered using a Celite (trade mark) filter aid. The filtrate was extracted ...